describe an organic reaction: reactants, conditions, products, and yield From a dataset of the Open Reaction Database (ORD), a public repository of structured organic reaction records. The reactants are CCOCC, [Cl-], N#Cc1cccc(OC(F)(F)F)c1. Yields the product O=Cc1cccc(OC(F)(F)F)c1. Reaction SMILES: [CH3:15][CH2:16][O:17][CH2:18][CH3:19].[Cl-:1].[F:2][C:3]([O:4][c:5]1[cH:6][c:7]([C:8]#[N:9])[cH:10][cH:11][cH:12]1)([F:13])[F:14]>>[F:2][C:3]([O:4][c:5]1[cH:6][c:7]([CH:8]=[O:17])[cH:10][cH:11][cH:12]1)([F:13])[F:14].